From a dataset of the Open Reaction Database (ORD), a public repository of structured organic reaction records. describe an organic reaction: reactants, conditions, products, and yield The reactants are OC1=CC=C(C=C1)[C@H]1[C@@H]2[C@H](C3=CC(=CC=C3O1)O)CSC2 ((3aS, 4R, 9bR)-4-(4-Hydroxy-phenyl)-1,3a,4,9b-tetrahydro-3H-5-oxa-2-thia-cyclopenta[a]naphthalen-8-ol), OOS(=O)[O-].[K+] (oxone), [O-]S(=O)[O-].[Na+].[Na+] (Na2SO3). The solvent is CCOC(=O)C (EtOAc), CO.O (MeOH H2O). Product: OC1=CC=C(C=C1)[C@H]1[C@@H]2[C@H](C3=CC(=CC=C3O1)O)C[S@](C2)=O ((2R, 3aS, 4R, 9bR)-4-(4-Hydroxy-phenyl)-2-oxo-1,2,3,3a,4,9b-hexahydro-5-oxa-2λ4-thia-cyclopenta[a]naphthalen-8-ol). The yield is 81.8%. Reaction SMILES: [OH:1][C:2]1[CH:7]=[CH:6][C:5]([C@@H:8]2[O:17][C:16]3[C:11](=[CH:12][C:13]([OH:18])=[CH:14][CH:15]=3)[C@@H:10]3[CH2:19][S:20][CH2:21][C@H:9]23)=[CH:4][CH:3]=1.[OH:22]OS([O-])=O.[K+].[O-]S([O-])=O.[Na+].[Na+]>CO.O.CCOC(C)=O>[OH:1][C:2]1[CH:3]=[CH:4][C:5]([C@@H:8]2[O:17][C:16]3[C:11](=[CH:12][C:13]([OH:18])=[CH:14][CH:15]=3)[C@@H:10]3[CH2:19][S@@:20](=[O:22])[CH2:21][C@H:9]23)=[CH:6][CH:7]=1 |f:1.2,3.4.5,6.7|. Procedure details: To a solution of enantiomer A of 4-(4-hydroxy-phenyl)-1,3a,4,9b-tetrahydro-3H-5-oxa-2-thia-cyclopenta[a]naphthalen-8-ol 11d (20 mg, 0.066 mmol) in MeOH/H2O (1:1, 3 mL) add oxone (40 mg, 0.066 mmol). Stir the reaction at room temperature for 30 minutes. Add 1.0 M Na2SO3 and stir the reaction for 5 minutes. Dilute with EtOAc and wash with saturated sodium bicarbonate. Extract aqueous layer with EtOAc (2×). Combine organic extracts, dry (Na2SO4), filter and concentrate to afford 4-(4-hydroxy-phenyl... The reactants are C1(=CC=CC=C1)C(OC1=COC(=CC1=O)CO)C1=CC=CC=C1 (3-diphenylmethoxy-6-hydroxymethyl-4-pyrone), C1=COC(=C1)CN (2-furfurylamine). Run in C(Cl)(Cl)Cl (chloroform), CO (methanol). Conditions: time 4 day. Product: C1(=CC=CC=C1)C(OC1=CN(C(=CC1=O)CO)CC=1OC=CC1)C1=CC=CC=C1 (3-diphenylmethoxy-1-(2-furyl)methyl-6-hydroxymethyl-4pyridone). Yield: 70.2%. RXN SMILES: [C:1]1([CH:7]([C:18]2[CH:23]=[CH:22][CH:21]=[CH:20][CH:19]=2)[O:8][C:9]2[C:14](=[O:15])[CH:13]=[C:12]([CH2:16][OH:17])O[CH:10]=2)[CH:6]=[CH:5][CH:4]=[CH:3][CH:2]=1.[CH:24]1[CH:28]=[C:27]([CH2:29][NH2:30])[O:26][CH:25]=1>CO.C(Cl)(Cl)Cl>[C:1]1([CH:7]([C:18]2[CH:23]=[CH:22][CH:21]=[CH:20][CH:19]=2)[O:8][C:9]2[C:14](=[O:15])[CH:13]=[C:12]([CH2:16][OH:17])[N:30]([CH2:29][C:27]3[O:26][CH:25]=[CH:24][CH:28]=3)[CH:10]=2)[CH:2]=[CH:3][CH:4]=[CH:5][CH:6]=1. Procedure: To a solution of 3.083 g of 3-diphenylmethoxy-6-hydroxymethyl-4-pyrone in 50 ml of methanol is added 7.645 g of 2-furfurylamine at room temperature, and the mixture is stirred for 4 days. The reaction mixture is condensed under reduced pressure, and the resulting residue is dissolved in 600 ml of chloroform. The organic solution is washed with water, a saturated aqueous potassium hydrogen sulfate solution in this sequence, dried over anhydrous magnesium sulfate and condensed under reduced pressu... Starting materials: ClCCl, CCC=C1CCCC1=O. The product is CCCC1CCCC1=O. Reaction SMILES: [CH2:10]([Cl:11])[Cl:12].[CH:1]([CH2:2][CH3:3])=[C:4]1[C:5](=[O:9])[CH2:6][CH2:7][CH2:8]1>>[CH2:1]([CH2:2][CH3:3])[CH:4]1[C:5](=[O:9])[CH2:6][CH2:7][CH2:8]1. Starting materials: N1=C(C=CC=C1)CN1C2=CC=CC(=C2C=2C(=CC=CC12)O)C(=O)OC (9-[(2-pyridyl)methyl]-4-hydroxy-5-carbomethoxy carbazole), N (NH3). Run in C1CCOC1 (THF), [OH-].[NH4+] (ammonium hydroxide). Conditions: temperature 35 celsius. Product: N1=C(C=CC=C1)CN1C2=CC=CC(=C2C=2C(=CC=CC12)O)C(N)=O (9-[(2-pyridyl)methyl]-4-hydroxy-5-carbamoyl carbazole). The yield is 54.0%. As a reaction SMILES: [N:1]1[CH:6]=[CH:5][CH:4]=[CH:3][C:2]=1[CH2:7][N:8]1[C:20]2[CH:19]=[CH:18][CH:17]=[C:16]([OH:21])[C:15]=2[C:14]2[C:9]1=[CH:10][CH:11]=[CH:12][C:13]=2[C:22]([O:24]C)=O.[NH3:26]>C1COCC1.[OH-].[NH4+]>[N:1]1[CH:6]=[CH:5][CH:4]=[CH:3][C:2]=1[CH2:7][N:8]1[C:20]2[CH:19]=[CH:18][CH:17]=[C:16]([OH:21])[C:15]=2[C:14]2[C:9]1=[CH:10][CH:11]=[CH:12][C:13]=2[C:22](=[O:24])[NH2:26] |f:3.4|. Reported procedure: A solution of the 9-[(2-pyridyl)methyl]-4-hydroxy-5-carbomethoxy carbazole (480 mg, 1.43 mmol) in 10 mL THF and 40 mL concentrated aqueous ammonium hydroxide was treated with a stream of NH3 gas to ensure saturation. The reaction vessel was capped and the mixture heated to 35° C. with stirring until tlc indicated complete consumption of starting material (20 hours). The THF was evaporated and the aqueous layer saturated with solid sodium chloride. The mixture was extracted three times with THF. ... Starting materials: NC1=NC(=C(C(=N1)N)C1=C(C(=CC=C1)Cl)Cl)C (2,4-Diamino-5-(2,3-dichlorophenyl)-6-methylpyrimidine), ClC1=C(C=CC(=C1)F)CC#N (2-chloro-4-fluorophenylacetonitrile), ClC1=C(C=CC(=C1)F)C (2-chloro-4-fluorotoluene). Product: NC1=NC(=C(C(=N1)N)C1=C(C=C(C=C1)F)Cl)C (2.4-Diamino-5-(2-chloro-4-fluorophenyl)-6-methylpyrimidine). Reaction SMILES: [NH2:1][C:2]1[N:7]=[C:6]([NH2:8])[C:5]([C:9]2[CH:14]=[CH:13][CH:12]=[C:11](Cl)[C:10]=2[Cl:16])=[C:4]([CH3:17])[N:3]=1.ClC1C=C([F:25])C=CC=1CC#N.ClC1C=C(F)C=CC=1C>>[NH2:1][C:2]1[N:7]=[C:6]([NH2:8])[C:5]([C:9]2[CH:14]=[CH:13][C:12]([F:25])=[CH:11][C:10]=2[Cl:16])=[C:4]([CH3:17])[N:3]=1. Procedure details: This compound was prepared in an analogous manner to the compound of Example 15 from 2-chloro-4-fluorophenylacetonitrile, which was itself prepared from 2-chloro-4-fluorotoluene (Aldrich, mp. 238° C.